Dataset: the Open Reaction Database (ORD), a public repository of structured organic reaction records. Task: describe an organic reaction: reactants, conditions, products, and yield Reactants: II (iodine), C([O-])([O-])=O.[K+].[K+] (potassium carbonate), one, ClC1=NC(=CC=C1O)C(C)O (2-Chloro-3-hydroxy-6-(1-hydroxyethyl)pyridine). Solvent: O (water). Run at time 6 hour. The product is C(C)(=O)C1=CC(=C(C(=N1)Cl)O)I (6-acetyl-2-chloro-3-hydroxy-4-iodo-pyridine). Isolated yield 38.0%. RXN SMILES: [Cl:1][C:2]1[C:7]([OH:8])=[CH:6][CH:5]=[C:4]([CH:9]([OH:11])[CH3:10])[N:3]=1.C(=O)([O-])[O-].[K+].[K+].[I:18]I>O>[C:9]([C:4]1[N:3]=[C:2]([Cl:1])[C:7]([OH:8])=[C:6]([I:18])[CH:5]=1)(=[O:11])[CH3:10] |f:1.2.3|. Procedure details: 2-Chloro-3-hydroxy-6-(1-hydroxyethyl)pyridine (7.19 g, 41.4 mmole) was dissolved in 80 ml of water containing potassium carbonate (17.2 g, 124 mmole) in a 200 ml one neck round bottom flask. The solution was treated with iodine (31.5 g, 124 mmole) and was stirred for 6 h at room temperature. The mixture was quenched with saturated sodium thiosulfate and the pH was adjusted to 2 with 12 N hydrochloric acid. The precipitate was collected, was washed with water, and was dried. The yellow solid was ... The reactants are BrC=1C=C(C(=NC1)N1N=CC(=C1)C(F)(F)F)C (5-bromo-3-methyl-2-(4-(trifluoromethyl)-1H-pyrazol-1-yl)pyridine), C(C)(C)(C)P(C1=C(C=CC=C1)C1=C(C=C(C=C1C(C)C)C(C)C)C(C)C)C(C)(C)C (2-di-tert-butylphosphino-2′,4′,6′-triisopropylbiphenyl), [OH-].[K+] (potassium hydroxide). The reagents and catalysts are C=1C=CC(=CC1)/C=C/C(=O)/C=C/C2=CC=CC=C2.C=1C=CC(=CC1)/C=C/C(=O)/C=C/C2=CC=CC=C2.C=1C=CC(=CC1)/C=C/C(=O)/C=C/C2=CC=CC=C2.[Pd].[Pd] (tris(dibenzylideneacetone)dipalladium(0)). The solvent is O1CCOCC1 (1,4-dioxane). Conditions: temperature 100 celsius. Yields the product CC=1C=C(C=NC1N1N=CC(=C1)C(F)(F)F)O (5-methyl-6-(4-(trifluoromethyl)-1H-pyrazol-1-yl)pyridin-3-ol). RXN SMILES: Br[C:2]1[CH:3]=[C:4]([CH3:17])[C:5]([N:8]2[CH:12]=[C:11]([C:13]([F:16])([F:15])[F:14])[CH:10]=[N:9]2)=[N:6][CH:7]=1.C(P(C(C)(C)C)C1C=CC=CC=1C1C(C(C)C)=CC(C(C)C)=CC=1C(C)C)(C)(C)C.[OH-:48].[K+]>O1CCOCC1.C1C=CC(/C=C/C(/C=C/C2C=CC=CC=2)=O)=CC=1.C1C=CC(/C=C/C(/C=C/C2C=CC=CC=2)=O)=CC=1.C1C=CC(/C=C/C(/C=C/C2C=CC=CC=2)=O)=CC=1.[Pd].[Pd]>[CH3:17][C:4]1[CH:3]=[C:2]([OH:48])[CH:7]=[N:6][C:5]=1[N:8]1[CH:12]=[C:11]([C:13]([F:16])([F:15])[F:14])[CH:10]=[N:9]1 |f:2.3,5.6.7.8.9|. Procedure details: To a flask containing 5-bromo-3-methyl-2-(4-(trifluoromethyl)-1H-pyrazol-1-yl)pyridine (55.0 mg, 0.180 mmol) in 1,4-dioxane (0.100 mL) and degassed water (0.100 mL), was added tris(dibenzylideneacetone)dipalladium(0) (21.3 mg, 0.0360 mmol), 2-di-tert-butylphosphino-2′,4′,6′-triisopropylbiphenyl (6.10 mg, 0.014 mmol), and potassium hydroxide (31.9 mg, 0.0540 mmol). The reaction was purged with nitrogen and then heated at 100° C. for 2 hour. The reaction was quenched with 1 N HCl and extracted thr... The reactants are C(C)OC([C@@H](CNC(C1=CC=C(C=C1)C(C1=CC=C(C=C1)C1CCCCC1)NC(=O)NC1=CC(=CC(=C1)C(F)(F)F)OC)=O)O)=O ((R)-3-{4-[1-(4-Cyclohexylphenyl)-3-(3-methoxy-5-trifluoromethylphenyl)ureidomethyl]benzoyl-amino}-2-hydroxypropionic acid ethyl ester), [OH-].[Na+] (sodium hydroxide). The solvent is C(C)O (ethanol). Reaction conditions: time 60 minute. Yields the product C1(CCCCC1)C1=CC=C(C=C1)C(C1=CC=C(C(=O)NC[C@H](C(=O)O)O)C=C1)NC(=O)NC1=CC(=CC(=C1)C(F)(F)F)OC ((R)-3-{4-[1-(4-Cyclohexylphenyl)-3-(3-methoxy-5-trifluoromethylphenyl)ureidomethyl]benzoylamino}-2-hydroxypropionic Acid). As a reaction SMILES: C([O:3][C:4](=[O:46])[C@H:5]([OH:45])[CH2:6][NH:7][C:8](=[O:44])[C:9]1[CH:14]=[CH:13][C:12]([CH:15]([NH:28][C:29]([NH:31][C:32]2[CH:37]=[C:36]([C:38]([F:41])([F:40])[F:39])[CH:35]=[C:34]([O:42][CH3:43])[CH:33]=2)=[O:30])[C:16]2[CH:21]=[CH:20][C:19]([CH:22]3[CH2:27][CH2:26][CH2:25][CH2:24][CH2:23]3)=[CH:18][CH:17]=2)=[CH:11][CH:10]=1)C.[OH-].[Na+]>C(O)C>[CH:22]1([C:19]2[CH:18]=[CH:17][C:16]([CH:15]([NH:28][C:29]([NH:31][C:32]3[CH:37]=[C:36]([C:38]([F:40])([F:41])[F:39])[CH:35]=[C:34]([O:42][CH3:43])[CH:33]=3)=[O:30])[C:12]3[CH:13]=[CH:14][C:9]([C:8]([NH:7][CH2:6][C@@H:5]([OH:45])[C:4]([OH:46])=[O:3])=[O:44])=[CH:10][CH:11]=3)=[CH:21][CH:20]=2)[CH2:27][CH2:26][CH2:25][CH2:24][CH2:23]1 |f:1.2|. Procedure details: (R)-3-{4-[1-(4-Cyclohexylphenyl)-3-(3-methoxy-5-trifluoromethylphenyl)ureidomethyl]benzoyl-amino}-2-hydroxypropionic acid ethyl ester was dissolved in ethanol (15 mL) and sodium hydroxide (2 N, 2 mL) was added. The reaction mixture was stirred at room temperature for 60 min. Then ethanol was removed in vacuo, water (50 mL) was added and pH was adjusted with 4 N hydrochloric acid to acidic reaction. Filtration and washing with water (5×5 mL) and drying in vacuo afforded 460 mg of the title compou... Reactants: solution, Cl (hydrogen chloride), COC=1C=C(C=C(C1)OC)CCC1=C(OCCC[C@H]2N(CCC2)C)C=CC=C1 ((S)-2-(3-{2-[2-(3,5-dimethoxyphenyl)ethyl]phenoxy}propyl)-1-methylpyrrolidine). The solvent is O1CCOCC1 (dioxane), O1CCOCC1 (dioxane). Yields the product Cl.COC=1C=C(C=C(C1)OC)CCC1=C(OCCC[C@H]2N(CCC2)C)C=CC=C1 ((S)-2-(3-{2-[2-(3,5-Dimethoxyphenyl)ethyl]phenoxy}propyl]-1-methylpyrrolidine hydrochloride). The yield is 41.0%. RXN SMILES: [CH3:1][O:2][C:3]1[CH:4]=[C:5]([CH2:11][CH2:12][C:13]2[CH:28]=[CH:27][CH:26]=[CH:25][C:14]=2[O:15][CH2:16][CH2:17][CH2:18][C@@H:19]2[CH2:23][CH2:22][CH2:21][N:20]2[CH3:24])[CH:6]=[C:7]([O:9][CH3:10])[CH:8]=1.[ClH:29]>O1CCOCC1>[ClH:29].[CH3:1][O:2][C:3]1[CH:4]=[C:5]([CH2:11][CH2:12][C:13]2[CH:28]=[CH:27][CH:26]=[CH:25][C:14]=2[O:15][CH2:16][CH2:17][CH2:18][C@@H:19]2[CH2:23][CH2:22][CH2:21][N:20]2[CH3:24])[CH:6]=[C:7]([O:9][CH3:10])[CH:8]=1 |f:3.4|. Procedure details: 1.19 g of (S)-2-(3-{2-[2-(3,5-dimethoxyphenyl)ethyl]phenoxy}propyl)-1-methylpyrrolidine [prepared as described in step (b) above] were dissolved in 8 ml of dioxane, and 2.33 ml of a 4N solution of hydrogen chloride in dioxane was added to the solution, which was then concentrated by distillation under reduced pressure. The resulting oil was dissolved in 20 ml of ethyl acetate, and about 4 ml of diethyl ether were added to the solution, which was then allowed to stand at room temperature. The cry... Starting materials: COC(C(CC1=CC(=CC=C1)OCCCBr)OC)=O (3-[3-(3-bromo-propoxy)-phenyl]-2-methoxy-propionic acid methyl ester), C1=C(C=CC2=CC=CC=C12)O (2-naphthol), CO[C@H](C(=O)O)CC1=CC=C(C=C1)OCCCOC1=CC=CC=C1 ((2S)-2-methoxy-3-[4-(3-phenoxy-propoxy)-phenyl]-propionic acid). Yields the product COC(C(=O)O)CC1=CC(=CC=C1)OCCCOC1=CC2=CC=CC=C2C=C1 (2-methoxy-3-{3-[3-(naphthalen-2-yloxy)-propoxy]-phenyl}-propionic acid). Reaction SMILES: C[O:2][C:3](=[O:19])[CH:4]([O:17][CH3:18])[CH2:5][C:6]1[CH:11]=[CH:10][CH:9]=[C:8]([O:12][CH2:13][CH2:14][CH2:15]Br)[CH:7]=1.[CH:20]1[C:29]2[C:24](=[CH:25][CH:26]=[CH:27][CH:28]=2)[CH:23]=[CH:22][C:21]=1[OH:30].CO[C@@H](CC1C=CC(OCCCOC2C=CC=CC=2)=CC=1)C(O)=O>>[CH3:18][O:17][CH:4]([CH2:5][C:6]1[CH:11]=[CH:10][CH:9]=[C:8]([O:12][CH2:13][CH2:14][CH2:15][O:30][C:21]2[CH:22]=[CH:23][C:24]3[C:29](=[CH:28][CH:27]=[CH:26][CH:25]=3)[CH:20]=2)[CH:7]=1)[C:3]([OH:2])=[O:19]. Reported procedure: The title compound was prepared from 3-[3-(3-bromo-propoxy)-phenyl]-2-methoxy-propionic acid methyl ester (Example 323, Step 1) and 2-naphthol via the same procedure used for the preparation of (2S)-2-methoxy-3-[4-(3-phenoxy-propoxy)-phenyl]-propionic acid (Example 285, Step 1). The enatiomers were separated by chiral HPLC. The reactants are O1CCOCC1 (dioxan), Cl (hydrochloric acid), C(CC)C(C(=O)N)(CCC)CCC (tri-n-propylacetamide), Cl (hydrochloric acid), O1CCOCC1 (dioxan), N(=O)OCCCC (butyl nitrite). Run in aqueous solution, [OH-].[K+] (potassium hydroxide). Product: C(CC)C(C(=O)O)(CCC)CCC (tri-n-propylacetic acid). Isolated yield 76.0%. Reaction SMILES: [O:1]1CCOCC1.[CH2:7]([C:10]([CH2:17][CH2:18][CH3:19])([CH2:14][CH2:15][CH3:16])[C:11](N)=[O:12])[CH2:8][CH3:9].Cl.N(OCCCC)=O>[OH-].[K+]>[CH2:7]([C:10]([CH2:17][CH2:18][CH3:19])([CH2:14][CH2:15][CH3:16])[C:11]([OH:1])=[O:12])[CH2:8][CH3:9] |f:4.5|. Reported procedure: In a flask equipped with a dropping-funnel were placed 480 g. of distilled dioxan followed by 80 g. (0.432 mol) of tri-n-propylacetamide which was dissolved by stirring. For a period of 20 minutes a current of dry hydrochloric acid gas was passed through the dioxan solution at room-temperature, which represented a total of 100 g of hydrochloric acid gas. At the end of this operation, 88 g (0.86 mol) of freshly distilled butyl nitrite was slowly added over a period of 2 hours through the dropping... Starting materials: NC(=O)c1ccc(-c2c(F)cccc2F)c2c3c([nH]c12)CC(C(=O)O)CC3, C1CCOC1, CNOC, CC(C)COC(=O)Cl, ClCCl, Cl, O. Product: CON(C)C(=O)C1CCc2c([nH]c3c(C(N)=O)ccc(-c4c(F)cccc4F)c23)C1. RXN SMILES: [C:1]([NH2:2])(=[O:3])[c:4]1[cH:5][cH:6][c:7](-[c:20]2[c:21]([F:27])[cH:22][cH:23][cH:24][c:25]2[F:26])[c:8]2[c:9]3[c:14]([nH:15][c:16]12)[CH2:13][CH:12]([C:17](=[O:18])[OH:19])[CH2:11][CH2:10]3.[CH2:41]1[O:42][CH2:43][CH2:44][CH2:45]1.[CH3:37][NH:38][O:39][CH3:40].[Cl:28][C:29]([O:30][CH2:31][CH:32]([CH3:33])[CH3:34])=[O:35].[Cl:47][CH2:48][Cl:49].[ClH:36].[OH2:46]>>[C:1]([NH2:2])(=[O:3])[c:4]1[cH:5][cH:6][c:7](-[c:20]2[c:21]([F:27])[cH:22][cH:23][cH:24][c:25]2[F:26])[c:8]2[c:9]3[c:14]([nH:15][c:16]12)[CH2:13][CH:12]([C:17](=[O:18])[N:38]([CH3:37])[O:39][CH3:40])[CH2:11][CH2:10]3. Reactants: N1=C(C=CC=C1)SCCCCCOC=1C=C2CCC(NC2=CC1)=O (6-[5-(2-pyridyl-mercapto)-pentoxy]-3,4-dihydro-carbostyril), OO (hydrogen peroxide). Product: N1=C(C=CC=C1)S(=O)CCCCCOC=1C=C2CCC(NC2=CC1)=O (6-[5-(2-Pyridyl-sulfinyl)-pentoxy]-3,4-dihydro-carbostyril). RXN SMILES: [N:1]1[CH:6]=[CH:5][CH:4]=[CH:3][C:2]=1[S:7][CH2:8][CH2:9][CH2:10][CH2:11][CH2:12][O:13][C:14]1[CH:15]=[C:16]2[C:21](=[CH:22][CH:23]=1)[NH:20][C:19](=[O:24])[CH2:18][CH2:17]2.[OH:25]O>>[N:1]1[CH:6]=[CH:5][CH:4]=[CH:3][C:2]=1[S:7]([CH2:8][CH2:9][CH2:10][CH2:11][CH2:12][O:13][C:14]1[CH:15]=[C:16]2[C:21](=[CH:22][CH:23]=1)[NH:20][C:19](=[O:24])[CH2:18][CH2:17]2)=[O:25]. Procedure: Prepared analagous to Example 2 from 6-[5-(2-pyridyl-mercapto)-pentoxy]-3,4-dihydro-carbostyril and hydrogen peroxide. Starting materials: CN1CCCC1=O, COc1cc2ncnc(Cl)c2cc1OC, O=[N+]([O-])c1cc2c(cc1Cl)NCC2. The product is COc1cc2ncnc(N3CCc4cc([N+](=O)[O-])c(Cl)cc43)c2cc1OC. Reaction SMILES: [CH3:29][N:30]1[CH2:31][CH2:32][CH2:33][C:34]1=[O:35].[Cl:14][c:15]1[n:16][cH:17][n:18][c:19]2[cH:20][c:21]([O:27][CH3:28])[c:22]([O:25][CH3:26])[cH:23][c:24]12.[Cl:1][c:2]1[c:3]([N+:11](=[O:12])[O-:13])[cH:4][c:5]2[c:9]([cH:10]1)[NH:8][CH2:7][CH2:6]2>>[Cl:1][c:2]1[c:3]([N+:11](=[O:12])[O-:13])[cH:4][c:5]2[c:9]([cH:10]1)[N:8]([c:15]1[n:16][cH:17][n:18][c:19]3[cH:20][c:21]([O:27][CH3:28])[c:22]([O:25][CH3:26])[cH:23][c:24]13)[CH2:7][CH2:6]2. Starting materials: 1-hexanes, BrC1=C(C=CC=C1)C=1C(=CC=CC1)C1=CC=C(C=C1)C1=NC2=C(N1C1=CC=CC=C1)C=CC=C2 (2-(2″-bromo-[1,1′:2′,1″-terphenyl]-4-yl)-1-phenyl-1H-benzo[d]imidazole), C(=O)([O-])[O-].[Na+].[Na+] (Na2CO3), C1(=CC=CC=C1)N1C2=CC=CC=C2C=2C=C(C=CC12)B(O)O ((9-phenyl-9H-carbazol-3-yl)boronic acid), BrC1=C(C=CC=C1)C1=C(C=CC=C1)Br (2,2′-dibromo-1,1′-biphenyl). The reagents and catalysts are C=1C=CC(=CC1)[P](C=2C=CC=CC2)(C=3C=CC=CC3)[Pd]([P](C=4C=CC=CC4)(C=5C=CC=CC5)C=6C=CC=CC6)([P](C=7C=CC=CC7)(C=8C=CC=CC8)C=9C=CC=CC9)[P](C=1C=CC=CC1)(C=1C=CC=CC1)C=1C=CC=CC1 (tetrakis(triphenylphosphine)palladium(0)). Solvent: C(Cl)Cl (CH2Cl2), C1CCOC1 (THF), O (H2O). Yields the product BrC1=C(C=CC=C1)C1=C(C=CC=C1)C=1C=CC=2N(C3=CC=CC=C3C2C1)C1=CC=CC=C1 (3-(2′-bromo-[1,1′-biphenyl]-2-yl)-9-phenyl-9H-carbazole). Yield: 56.0%. RXN SMILES: [Br:1][C:2]1[CH:7]=[CH:6][CH:5]=[CH:4][C:3]=1[C:8]1[C:9]([C:14]2[CH:19]=[CH:18][C:17](C3N(C4C=CC=CC=4)C4C=CC=CC=4N=3)=[CH:16][CH:15]=2)=[CH:10][CH:11]=[CH:12][CH:13]=1.[C:35]1([N:41]2C3C=CC(B(O)O)=CC=3[C:47]3[C:42]2=[CH:43][CH:44]=[CH:45][CH:46]=3)[CH:40]=[CH:39][CH:38]=[CH:37][CH:36]=1.BrC1C=CC=CC=1C1C=CC=CC=1Br.C([O-])([O-])=O.[Na+].[Na+]>C1C=CC([P]([Pd]([P](C2C=CC=CC=2)(C2C=CC=CC=2)C2C=CC=CC=2)([P](C2C=CC=CC=2)(C2C=CC=CC=2)C2C=CC=CC=2)[P](C2C=CC=CC=2)(C2C=CC=CC=2)C2C=CC=CC=2)(C2C=CC=CC=2)C2C=CC=CC=2)=CC=1.C(Cl)Cl.C1COCC1.O>[Br:1][C:2]1[CH:7]=[CH:6][CH:5]=[CH:4][C:3]=1[C:8]1[CH:13]=[CH:12][CH:11]=[CH:10][C:9]=1[C:14]1[CH:15]=[CH:16][C:17]2[N:41]([C:42]3[CH:47]=[CH:46][CH:45]=[CH:44][CH:43]=3)[C:35]3[C:36]([C:18]=2[CH:19]=1)=[CH:37][CH:38]=[CH:39][CH:40]=3 |f:3.4.5,^1:80,82,101,120|. Procedure: Following the procedure for Compound 3, (9-phenyl-9H-carbazol-3-yl)boronic acid (1.84 g, 6.41 mmol), 2,2′-dibromo-1,1′-biphenyl (4.00 g, 12.8 mmol), tetrakis(triphenylphosphine)palladium(0) (0.296 g, 0.257 mmol), Na2CO3 (2.54 g, 24.0 mmol), H2O (24 mL) and THF (40 mL) yielded Compound 9 (1.69 g, 56%) as a colorless solid after flash chromatography (SiO2, 19:1-hexanes: CH2Cl2): confirmed by LCMS (APCI): calculated for C30H20NBr (M+): 474; Found: 474.